This data is from the Open Reaction Database (ORD), a public repository of structured organic reaction records. The task is: describe an organic reaction: reactants, conditions, products, and yield The reactants are CS(=O)(=O)Cl, C=COC(=O)N1CC2CC3C4CC(F)C5=CC(=O)C=CC5(C)C4(F)C(O)CC3(C)C2(C(=O)CO)C1, CCN(C(C)C)C(C)C, CN(C)C=O. Yields the product C=COC(=O)N1CC2CC3C4CC(F)C5=CC(=O)C=CC5(C)C4(F)C(O)CC3(C)C2(C(=O)CSC)C1. As a reaction SMILES: [CH3:36][S:37]([Cl:38])(=[O:39])=[O:40].[CH:1](=[CH2:2])[O:3][C:4](=[O:5])[N:6]1[CH2:7][CH:8]2[CH2:9][CH:10]3[C:11]([CH3:35])([CH2:12][CH:13]([OH:28])[C:14]4([F:27])[C:15]5([CH3:26])[CH:16]=[CH:17][C:18](=[O:25])[CH:19]=[C:20]5[CH:21]([F:24])[CH2:22][CH:23]34)[C:29]2([C:31]([CH2:32][OH:33])=[O:34])[CH2:30]1.[CH:41]([N:42]([CH2:43][CH3:44])[CH:45]([CH3:46])[CH3:47])([CH3:48])[CH3:49].[O:50]=[CH:51][N:52]([CH3:53])[CH3:54]>>[CH:1](=[CH2:2])[O:3][C:4](=[O:5])[N:6]1[CH2:7][CH:8]2[CH2:9][CH:10]3[C:11]([CH3:35])([CH2:12][CH:13]([OH:28])[C:14]4([F:27])[C:15]5([CH3:26])[CH:16]=[CH:17][C:18](=[O:25])[CH:19]=[C:20]5[CH:21]([F:24])[CH2:22][CH:23]34)[C:29]2([C:31]([CH2:32][S:37][CH3:36])=[O:34])[CH2:30]1.